This data is from the Open Reaction Database (ORD), a public repository of structured organic reaction records. The task is: describe an organic reaction: reactants, conditions, products, and yield Reactants: C([O-])([O-])=O.[Na+].[Na+] (disodium carbonate), Cl.BrC=1C=NC=C(C1Cl)F (3-bromo-4-chloro-5-fluoropyridine hydrochloride), N1CCC(CC1)C(=O)OC(C)(C)C (tert-butyl piperidine-4-carboxylate). Run at temperature 40 celsius, time 10 minute. Product: BrC=1C=NC=C(C1N1CCC(CC1)C(=O)OC(C)(C)C)F (tert-butyl 1-(3-bromo-5-fluoro-4-pyridyl)piperidine-4-carboxylate). The solvent is C1(CCCCC1)O (cyclohexanol). Reported procedure: A 3 L flange flask equipped with a thermometer, condensor, nitrogen line and overhead stirrer was heated at 40° C. (external) then charged with cyclohexanol (750 mL), disodium carbonate (129.8 g, 1.225 mol), 3-bromo-4-chloro-5-fluoro-pyridine (Hydrochloric Acid 18) (137.5 g, 556.8 mmol) and tert-butyl piperidine-4-carboxylate (123.8 g, 668.2 mmol) rinsed in with cyclohexanol (350 mL). Mixture was heated to 120° C. internal temperature overnight (18 h). Reaction mixture was removed from hotplate ... Reaction SMILES: C(=O)([O-])[O-].[Na+].[Na+].Cl.[Br:8][C:9]1[CH:10]=[N:11][CH:12]=[C:13]([F:16])[C:14]=1Cl.[NH:17]1[CH2:22][CH2:21][CH:20]([C:23]([O:25][C:26]([CH3:29])([CH3:28])[CH3:27])=[O:24])[CH2:19][CH2:18]1>C1(O)CCCCC1>[Br:8][C:9]1[CH:10]=[N:11][CH:12]=[C:13]([F:16])[C:14]=1[N:17]1[CH2:22][CH2:21][CH:20]([C:23]([O:25][C:26]([CH3:29])([CH3:28])[CH3:27])=[O:24])[CH2:19][CH2:18]1 |f:0.1.2,3.4|.